This data is from the Open Reaction Database (ORD), a public repository of structured organic reaction records. The task is: describe an organic reaction: reactants, conditions, products, and yield Reactants: C(C)(C)N(C(=O)OC)C1C(CCC(=C1)C)C#N (2-(N-isopropyl-N-carbomethoxyamino)-4-methyl-3-cyclohexene-nitrile), [OH-].[Na+] (sodium hydroxide), OO (hydrogen peroxide). The solvent is C(C)O (ethanol). Product: C(C)(C)N1C(NC(C2CCC(=CC12)C)=O)=O (1-Isopropyl-7-methyl-4a,5,6,8a-tetrahydro-2,4-(1H)-quinazolindione). As a reaction SMILES: [CH:1]([N:4]([CH:9]1[CH:14]=[C:13]([CH3:15])[CH2:12][CH2:11][CH:10]1[C:16]#[N:17])[C:5](OC)=[O:6])([CH3:3])[CH3:2].[OH-:18].[Na+].OO>C(O)C>[CH:1]([N:4]1[CH:9]2[CH:10]([CH2:11][CH2:12][C:13]([CH3:15])=[CH:14]2)[C:16](=[O:18])[NH:17][C:5]1=[O:6])([CH3:3])[CH3:2] |f:1.2|. Reported procedure: To a solution of 100 g 2-(N-isopropyl-N-carbomethoxyamino)-4-methyl-3-cyclohexene-nitrile in 700 ml 95% ethanol are added 90 ml of concentrated aqueous sodium hydroxide. To this mixture are added dropwise within 4 hours under stirring and at an internal temperature of 40° 600 ml 40% hydrogen peroxide. Stirring is continued over night at room temperature. The reaction mixture is concentrated in vacuo and the residue treated with water and toluene. The water layer is extracted twice with toluene a... The reactants are C(C)(C)(C)OC(N[C@H](CO[Si](C1=CC=CC=C1)(C1=CC=CC=C1)C(C)(C)C)CN1C(C2=CC=CC=C2C1=O)=O)=O ([(S)-2-(tert-Butyl-diphenyl-silanyloxy)-1-(1,3-dioxo-1,3-dihydro-isoindol-2-ylmethyl)-ethyl]-carbamic acid tert-butyl ester), O.NN (hydrazine hydrate). Run in CCO (EtOH). The product is C(C)(C)(C)OC(N[C@H](CO[Si](C1=CC=CC=C1)(C1=CC=CC=C1)C(C)(C)C)CN)=O ([(S)-1-aminomethyl-2-(tert-butyl-diphenyl-silanyloxy)-ethyl]-carbamic acid tert-butyl ester). The yield is 77.8%. As a reaction SMILES: [C:1]([O:5][C:6](=[O:40])[NH:7][C@@H:8]([CH2:28][N:29]1C(=O)C2C(=CC=CC=2)C1=O)[CH2:9][O:10][Si:11]([C:24]([CH3:27])([CH3:26])[CH3:25])([C:18]1[CH:23]=[CH:22][CH:21]=[CH:20][CH:19]=1)[C:12]1[CH:17]=[CH:16][CH:15]=[CH:14][CH:13]=1)([CH3:4])([CH3:3])[CH3:2].O.NN>CCO>[C:1]([O:5][C:6](=[O:40])[NH:7][C@@H:8]([CH2:28][NH2:29])[CH2:9][O:10][Si:11]([C:24]([CH3:27])([CH3:26])[CH3:25])([C:18]1[CH:23]=[CH:22][CH:21]=[CH:20][CH:19]=1)[C:12]1[CH:13]=[CH:14][CH:15]=[CH:16][CH:17]=1)([CH3:4])([CH3:2])[CH3:3] |f:1.2|. Reported procedure: [(S)-2-(tert-Butyl-diphenyl-silanyloxy)-1-(1,3-dioxo-1,3-dihydro-isoindol-2-ylmethyl)-ethyl]-carbamic acid tert-butyl ester (1.1 g, 1.92 mmol) was treated with hydrazine hydrate (0.5 ml, 9 mmol) in EtOH (5 ml) at rt over night to give [(S)-1-aminomethyl-2-(tert-butyl-diphenyl-silanyloxy)-ethyl]-carbamic acid tert-butyl ester (640 mg, 75%).